From a dataset of the Open Reaction Database (ORD), a public repository of structured organic reaction records. describe an organic reaction: reactants, conditions, products, and yield Reactants: COC1CCNCC1, O=C(OC(Cl)(Cl)Cl)OC(Cl)(Cl)Cl, ClCCl, Cl, c1ccncc1. Product: COC1CCN(C(=O)Cl)CC1. RXN SMILES: [CH3:14][O:15][CH:16]1[CH2:17][CH2:18][NH:19][CH2:20][CH2:21]1.[Cl:1][C:2]([Cl:3])([O:4][C:5]([O:6][C:7]([Cl:9])([Cl:10])[Cl:11])=[O:8])[Cl:12].[Cl:28][CH2:29][Cl:30].[ClH:13].[cH:22]1[cH:23][cH:24][n:25][cH:26][cH:27]1>>[O:6]=[C:7]([Cl:10])[N:19]1[CH2:18][CH2:17][CH:16]([O:15][CH3:14])[CH2:21][CH2:20]1. The reactants are CO\N=C(/COC1=CC=C(C=C1)CO)\C1=CC=CC=C1 ((1Z)-2-[4-(hydroxymethyl)phenoxy]-1-phenylethanone O-methyloxime), C1(CC1)COC1=C(C=CC(=C1)O)CCC(=O)OC (methyl 3-[2-(cyclopropylmethoxy)-4-hydroxyphenyl]propanoate). Product: C1(CC1)COC1=C(C=CC(=C1)OCC1=CC=C(C=C1)OC\C(\C1=CC=CC=C1)=N/OC)CCC(=O)O (3-{2-(Cyclopropylmethoxy)-4-[(4-{[(2Z)-2-(methoxyimino)-2-phenylethyl]oxy}benzyl)oxy]phenyl}propanoic acid). The yield is 4.2%. Reaction SMILES: [CH3:1][O:2]/[N:3]=[C:4](/[C:15]1[CH:20]=[CH:19][CH:18]=[CH:17][CH:16]=1)\[CH2:5][O:6][C:7]1[CH:12]=[CH:11][C:10]([CH2:13][OH:14])=[CH:9][CH:8]=1.[CH:21]1([CH2:24][O:25][C:26]2[CH:31]=[C:30](O)[CH:29]=[CH:28][C:27]=2[CH2:33][CH2:34][C:35]([O:37]C)=[O:36])[CH2:23][CH2:22]1>>[CH:21]1([CH2:24][O:25][C:26]2[CH:31]=[C:30]([O:14][CH2:13][C:10]3[CH:11]=[CH:12][C:7]([O:6][CH2:5]/[C:4](=[N:3]\[O:2][CH3:1])/[C:15]4[CH:20]=[CH:19][CH:18]=[CH:17][CH:16]=4)=[CH:8][CH:9]=3)[CH:29]=[CH:28][C:27]=2[CH2:33][CH2:34][C:35]([OH:37])=[O:36])[CH2:22][CH2:23]1. Reported procedure: Compound 58 was synthesized from (1Z)-2-[4-(hydroxymethyl)phenoxy]-1-phenylethanone O-methyloxime (0.656 g, 2.4 mmol) and methyl 3-[2-(cyclopropylmethoxy)-4-hydroxyphenyl]propanoate (0.6 g, 2.4 mmol) by following the procedure described in scheme 18 (0.04 g, yield: 4.20%); Purity: 98.15%. The reactants are CC(C)(CO)C(=O)CBr, CC(C)(C)[Si](Cl)(c1ccccc1)c1ccccc1, O, c1c[nH]cn1. Yields the product CC(C)(CO[Si](c1ccccc1)(c1ccccc1)C(C)(C)C)C(=O)CBr. RXN SMILES: [Br:19][CH2:20][C:21]([C:22]([CH2:23][OH:24])([CH3:25])[CH3:26])=[O:27].[C:1]([CH3:2])([CH3:3])([CH3:4])[Si:5]([c:6]1[cH:7][cH:8][cH:9][cH:10][cH:11]1)([c:12]1[cH:13][cH:14][cH:15][cH:16][cH:17]1)[Cl:18].[OH2:33].[nH:28]1[cH:29][cH:30][n:31][cH:32]1>>[C:1]([CH3:2])([CH3:3])([CH3:4])[Si:5]([c:6]1[cH:7][cH:8][cH:9][cH:10][cH:11]1)([c:12]1[cH:13][cH:14][cH:15][cH:16][cH:17]1)[O:24][CH2:23][C:22]([C:21]([CH2:20][Br:19])=[O:27])([CH3:25])[CH3:26]. Starting materials: FC(C(=O)O)(F)F (trifluoroacetic acid), C(C)(C)(C)OC(=O)N1CC2(CCN2C(=O)OCC2=CC=CC=C2)CCC1 (1,6-diazaspiro[3,5]-nonane-1,6-dicarboxylic acid 1-benzyl ester 6-tert-butyl ester), [OH-].[Na+] (sodium hydroxide). The solvent is C(Cl)(Cl)Cl (chloroform). Run at time 30 minute. Yields the product C(C1=CC=CC=C1)OC(=O)N1CCC12CNCCC2 (1,6-diazaspiro[3.5]nonane-1-carboxylic acid benzyl ester). Isolated yield 61.3%. Reaction SMILES: C(OC([N:8]1[CH2:26][CH2:25][CH2:24][C:10]2([N:13]([C:14]([O:16][CH2:17][C:18]3[CH:23]=[CH:22][CH:21]=[CH:20][CH:19]=3)=[O:15])[CH2:12][CH2:11]2)[CH2:9]1)=O)(C)(C)C.FC(F)(F)C(O)=O.[OH-].[Na+]>C(Cl)(Cl)Cl>[CH2:17]([O:16][C:14]([N:13]1[C:10]2([CH2:24][CH2:25][CH2:26][NH:8][CH2:9]2)[CH2:11][CH2:12]1)=[O:15])[C:18]1[CH:19]=[CH:20][CH:21]=[CH:22][CH:23]=1 |f:2.3|. Reported procedure: To a solution of an optically-active compound of 1,6-diazaspiro[3,5]-nonane-1,6-dicarboxylic acid 1-benzyl ester 6-tert-butyl ester (5.35 g) in chloroform (134 ml) cooled to 0° C. was added trifluoroacetic acid (27 ml), and the mixture was stirred for 30 minutes, warmed to room temperature and stirred for additional 30 minutes. The reaction mixture was cooled to 0° C., and thereto was added 4M aqueous sodium hydroxide solution (91 ml). The aqueous layer was extracted with chloroform (100 ml, 50 ... Reactants: ClC1=CC=C(C=C1)C1=C(C(=C2CC3=C(N(C=4C=CC=CC34)C)CN12)C(=O)OC)C(=O)OC (dimethyl 3-(4-chlorophenyl)-6-methyl-6,11-dihydro-5H-indolizino[6,7-b]indole-1,2-dicarboxylate), [H-].[H-].[H-].[H-].[Li+].[Al+3] (LiAlH4). The solvent is ClCCl (dichloromethane), C(C)OCC (diethyl ether). Conditions: time 15 minute. Yields the product ClC1=CC=C(C=C1)C1=C(C(=C2CC3=C(N(C=4C=CC=CC34)C)CN12)CO)CO ((3-(4-chlorophenyl)-6-methyl-6,11-dihydro-5H-indolizino[6,7-b]indole-1,2-diyl)-dimethanol). RXN SMILES: [Cl:1][C:2]1[CH:7]=[CH:6][C:5]([C:8]2[N:24]3[C:11]([CH2:12][C:13]4[C:21]5[CH:20]=[CH:19][CH:18]=[CH:17][C:16]=5[N:15]([CH3:22])[C:14]=4[CH2:23]3)=[C:10]([C:25](OC)=[O:26])[C:9]=2[C:29](OC)=[O:30])=[CH:4][CH:3]=1.[H-].[H-].[H-].[H-].[Li+].[Al+3]>ClCCl.C(OCC)C>[Cl:1][C:2]1[CH:7]=[CH:6][C:5]([C:8]2[N:24]3[C:11]([CH2:12][C:13]4[C:21]5[CH:20]=[CH:19][CH:18]=[CH:17][C:16]=5[N:15]([CH3:22])[C:14]=4[CH2:23]3)=[C:10]([CH2:25][OH:26])[C:9]=2[CH2:29][OH:30])=[CH:4][CH:3]=1 |f:1.2.3.4.5.6|. Procedure: A solution of dimethyl 3-(4-chlorophenyl)-6-methyl-6,11-dihydro-5H-indolizino[6,7-b]indole-1,2-dicarboxylate (3.2 g, 7 mmol) in anhydrous dichloromethane (35 mL) was added dropwise into a stirred suspension of LiAlH4 (0.6 g, 17.8 mmol) in anhydrous diethyl ether (20 mL) at 0 to −5° C. The reaction mixture was further stirred for 15 min after the addition was completed. The excess hydride was destroyed by the sequential addition of water (1 mL), 15% aqueous NaOH (1 mL), and water (1 mL) at 0° C. ... The reactants are COc1ccc(CNc2nccc(Oc3ccc(NC(=O)CC(=O)Nc4ccc(F)cc4)cc3F)n2)cc1, COc1ccccc1, O=C(O)C(F)(F)F. Product: Nc1nccc(Oc2ccc(NC(=O)CC(=O)Nc3ccc(F)cc3)cc2F)n1. As a reaction SMILES: [CH3:1][O:2][c:3]1[cH:4][cH:5][c:6]([CH2:7][NH:8][c:9]2[n:10][cH:11][cH:12][c:13]([O:15][c:16]3[c:17]([F:36])[cH:18][c:19]([NH:22][C:23]([CH2:24][C:25](=[O:26])[NH:27][c:28]4[cH:29][cH:30][c:31]([F:34])[cH:32][cH:33]4)=[O:35])[cH:20][cH:21]3)[n:14]2)[cH:37][cH:38]1.[CH3:39][O:40][c:41]1[cH:42][cH:43][cH:44][cH:45][cH:46]1.[F:47][C:48]([F:49])([F:50])[C:51]([OH:52])=[O:53]>>[NH2:8][c:9]1[n:10][cH:11][cH:12][c:13]([O:15][c:16]2[c:17]([F:36])[cH:18][c:19]([NH:22][C:23]([CH2:24][C:25](=[O:26])[NH:27][c:28]3[cH:29][cH:30][c:31]([F:34])[cH:32][cH:33]3)=[O:35])[cH:20][cH:21]2)[n:14]1. The reactants are FC=1C=C(C=CC1)S(=O)[O-].[Na+] (Sodium 3-fluoro-benzenesulfinate), BrC1=C(C=2C3=C(N(C2C=C1)C)CC1CCC3N1)C(=O)OC(C)(C)C (tert-butyl 2-bromo-5-methyl-5,6,7,8,9,10-hexahydro-7,10-epiminocyclohepta[b]indole-carboxylate). Product: FC=1C=C(C=CC1)S(=O)(=O)C1=C(C=2C3=C(N(C2C=C1)C)CC1CCC3N1)C(=O)OC(C)(C)C (tert-butyl 2-(3-fluorophenyl)sulfonyl-5-methyl-5,6,7,8,9,10-hexahydro-7,10-epiminocyclohepta[b]indole-carboxylate). The yield is 46.0%. RXN SMILES: [F:1][C:2]1[CH:3]=[C:4]([S:8]([O-:10])=[O:9])[CH:5]=[CH:6][CH:7]=1.[Na+].Br[C:13]1[CH:21]=[CH:20][C:19]2[N:18]([CH3:22])[C:17]3[CH2:23][CH:24]4[NH:28][CH:27]([C:16]=3[C:15]=2[C:14]=1[C:29]([O:31][C:32]([CH3:35])([CH3:34])[CH3:33])=[O:30])[CH2:26][CH2:25]4>>[F:1][C:2]1[CH:3]=[C:4]([S:8]([C:13]2[CH:21]=[CH:20][C:19]3[N:18]([CH3:22])[C:17]4[CH2:23][CH:24]5[NH:28][CH:27]([C:16]=4[C:15]=3[C:14]=2[C:29]([O:31][C:32]([CH3:35])([CH3:34])[CH3:33])=[O:30])[CH2:26][CH2:25]5)(=[O:10])=[O:9])[CH:5]=[CH:6][CH:7]=1 |f:0.1|. Procedure details: Intermediate 2 was coupled with the product of Example 27, step B following the procedure of Example 27, step C. The crude material was purified by flash column chromatography (SiO2, hexanes/ethyl acetate) to give tert-butyl 2-(3-fluorophenyl)sulfonyl-5-methyl-5,6,7,8,9,10-hexahydro-7,10-epiminocyclohepta[b]indole-carboxylate (110 mg, 46%) as a pale yellow solid: 1H NMR (CDCl3, 300 MHz) δ 8.13-8.23 (m, 1H), 7.71-7.76 (m, 1H), 7.58-7.70 (m, 2H), 7.38-7.49 (m, 1H), 7.28-7.35 (m, 1H), 7.12-7.23 (m,...